From a dataset of the Open Reaction Database (ORD), a public repository of structured organic reaction records. describe an organic reaction: reactants, conditions, products, and yield Reactants: [F-].[NH4+] (ammonium fluoride), FC(S(=O)(=O)OC=1C=C2CCCC(C2=CC1)=O)(F)F (3,4-Dihydro-6-trifluoromethylsulfonyloxy-1(2H)-naphthalenone), S1C(=CC=C1)[Sn](CCCC)(CCCC)CCCC (2-thienyltributyltin), [Cl-].[Li+] (lithium chloride), [Cl-] (chloride). Solvent: C(C)(=O)OCC (Ethyl acetate), CN(C=O)C (N,N-dimethylformamide). Conditions: temperature 120 celsius, time 4 hour. Product: S1C(=CC=C1)C=1C=C2CCCC(C2=CC1)=O (3,4-Dihydro-6-(2-thienyl)-1(2H)-naphthalenone). The yield is 79.2%. Reaction SMILES: FC(F)(F)S(O[C:7]1[CH:8]=[C:9]2[C:14](=[CH:15][CH:16]=1)[C:13](=[O:17])[CH2:12][CH2:11][CH2:10]2)(=O)=O.[S:20]1[CH:24]=[CH:23][CH:22]=[C:21]1[Sn](CCCC)(CCCC)CCCC.[Cl-].[Li+].[Cl-].[F-].[NH4+]>CN(C)C=O.C(OCC)(=O)C>[S:20]1[CH:24]=[CH:23][CH:22]=[C:21]1[C:7]1[CH:8]=[C:9]2[C:14](=[CH:15][CH:16]=1)[C:13](=[O:17])[CH2:12][CH2:11][CH2:10]2 |f:2.3,5.6|. Procedure details: 3,4-Dihydro-6-trifluoromethylsulfonyloxy-1(2H)-naphthalenone (3.96 g, 13.5 mmol) was dissolved in 40 ml of N,N-dimethylformamide in an argon atmosphere, and 6.03 g (16.1 mmol) of 2-thienyltributyltin, 1.71 g (40.4 mmol) of lithium chloride and 0.47 g (0.67 mmol) of bistriphenylphosphinepalladium chloride were added to the solution. The mixture was stirred at 120° C. for 4 hours. The reaction product was cooled to room temperature. Ethyl acetate and a 2M-ammonium fluoride aqueous solution were ad... Starting materials: O=C([O-])[O-], Cc1cc(C2(O)CCC3(CC2)OCCO3)sn1, CCOC(C)=O, Cl, [K+], [K+], C1CCOC1, O. The product is Cc1cc(C2(O)CCC(=O)CC2)sn1. RXN SMILES: [C:19](=[O:20])([O-:21])[O-:22].[CH3:1][c:2]1[n:3][s:4][c:5]([C:7]2([OH:17])[CH2:8][CH2:9][C:10]3([O:11][CH2:14][CH2:13][O:12]3)[CH2:15][CH2:16]2)[cH:6]1.[CH3:25][CH2:26][O:27][C:28]([CH3:29])=[O:30].[ClH:18].[K+:23].[K+:24].[O:31]1[CH2:32][CH2:33][CH2:34][CH2:35]1.[OH2:36]>>[CH3:1][c:2]1[n:3][s:4][c:5]([C:7]2([OH:17])[CH2:8][CH2:9][C:10](=[O:11])[CH2:15][CH2:16]2)[cH:6]1. Reagents/catalysts: C(C)(=O)[O-].[Pd+2].C(C)(=O)[O-] (palladium(II) acetate). Run in CN(C(C)=O)C (N,N-Dimethylacetamide). RXN SMILES: Br[C:2]1[C:3]([CH2:8][CH2:9][C:10]2[CH:15]=[CH:14][CH:13]=[CH:12][CH:11]=2)=[N:4][CH:5]=[CH:6][CH:7]=1.C([O-])([O-])=O.[K+].[K+].F[B-](F)(F)F.C1([PH+](C2CCCCC2)C2CCCCC2)CCCCC1>C([O-])(=O)C.[Pd+2].C([O-])(=O)C.CN(C)C(=O)C>[CH:7]1[C:2]2[C:11]3[CH:12]=[CH:13][CH:14]=[CH:15][C:10]=3[CH2:9][CH2:8][C:3]=2[N:4]=[CH:5][CH:6]=1 |f:1.2.3,4.5,6.7.8|. Starting materials: BrC=1C(=NC=CC1)CCC1=CC=CC=C1 (3-bromo-2-phenethyl-pyridine), C(=O)([O-])[O-].[K+].[K+] (K2CO3), F[B-](F)(F)F.C1(CCCCC1)[PH+](C1CCCCC1)C1CCCCC1 (tricyclohexylphosphonium tetrafluoroborate). Yields the product C1=CC=NC=2CCC3=C(C12)C=CC=C3 (5,6-dihydro-benzo[f]quinoline). Reported procedure: N,N-Dimethylacetamide (15 mL) is added to a flask charged with a stir bar, 3-bromo-2-phenethyl-pyridine (3.34 g), freshly dried K2CO3 (3.52 g), palladium(II) acetate (0.14 g), and tricyclohexylphosphonium tetrafluoroborate (0.47 g) and kept under argon atmosphere at room temperature. The flask is put into a 150° C. hot oil bath and the mixture is stirred therein for 2 h. After cooling the mixture to room temperature, the solvent is evaporated and the residue is chromatographed twice on silica ge... Conditions: time 2 hour. The reactants are COc1ccc(CN2C(=O)C3C2CCN3C(=O)OCc2ccccc2)cc1OC, C1=CCCC=C1. Product: COc1ccc(CN2C(=O)C3NCCC32)cc1OC. RXN SMILES: [CH3:1][O:2][c:3]1[cH:4][c:5]([CH2:6][N:7]2[CH:8]3[CH2:9][CH2:10][N:11]([C:15]([O:16][CH2:17][c:18]4[cH:19][cH:20][cH:21][cH:22][cH:23]4)=[O:24])[CH:12]3[C:13]2=[O:14])[cH:25][cH:26][c:27]1[O:28][CH3:29].[CH:30]1=[CH:35][CH:34]=[CH:33][CH2:32][CH2:31]1>>[CH3:1][O:2][c:3]1[cH:4][c:5]([CH2:6][N:7]2[CH:8]3[CH2:9][CH2:10][NH:11][CH:12]3[C:13]2=[O:14])[cH:25][cH:26][c:27]1[O:28][CH3:29].